Task: describe an organic reaction: reactants, conditions, products, and yield. Dataset: the Open Reaction Database (ORD), a public repository of structured organic reaction records Reactants: C1(CCCCC1)N=C=NC1CCCCC1 (Dicyclohexylcarbodiimide), ON1N=NC2=C1C=CC=C2 (1-hydroxybenzotriazole), COC1=CC=C(C=C1)CCN (2-(4-methoxyphenyl)ethanamine), ClC=1C=C(C(C(=O)O)O)C=CC1 (3-chloromandelic acid). The solvent is CN(C=O)C (N,N-dimethylformamide), CN(C=O)C (N,N-dimethylformamide). Run at time 18 hour. Product: COC1=CC=C(C=C1)CCNC(C(C1=CC(=CC=C1)Cl)O)=O (N-[2-(4-Methoxyphenyl)ethyl]-2-hydroxy-1-oxo-2-(3-chlorophenyl)ethanamine). Reaction SMILES: C1(N=C=NC2CCCCC2)CCCCC1.ON1C2C=CC=CC=2N=N1.[CH3:26][O:27][C:28]1[CH:33]=[CH:32][C:31]([CH2:34][CH2:35][NH2:36])=[CH:30][CH:29]=1.[Cl:37][C:38]1[CH:39]=[C:40]([CH:46]=[CH:47][CH:48]=1)[CH:41]([OH:45])[C:42](O)=[O:43]>CN(C)C=O>[CH3:26][O:27][C:28]1[CH:33]=[CH:32][C:31]([CH2:34][CH2:35][NH:36][C:42](=[O:43])[CH:41]([OH:45])[C:40]2[CH:46]=[CH:47][CH:48]=[C:38]([Cl:37])[CH:39]=2)=[CH:30][CH:29]=1. Procedure details: Dicyclohexylcarbodiimide (2.00 g) in N,N-dimethylformamide (10 ml) was added to a solution of 1-hydroxybenzotriazole (1.37 g), 2-(4-methoxyphenyl)ethanamine (1.51 g) and 3-chloromandelic acid (1.86 g) in N,N-dimethylformamide (40 ml) and the mixture stirred for 18 hours, filtered then evaporated to dryness. The residue was dissolved in dichloromethane, washed with aqueous 4M hydrochloric acid and sodium bicarbonate solution, dried (magnesium sulphate), filtered and evaporated to dryness to give ... Reactants: [Li]C(C)(C)C (t-BuLi), [Si](C)(C)(C(C)(C)C)OC(CCCCCCC1=CC=CC=C1)C=1OC=CN1 (2-(1-(tert-Butyldimethylsilyloxy)-7-phenylheptyl)oxazole), C1=CC=C(C=C1)S(=O)(=O)N(F)S(=O)(=O)C2=CC=CC=C2 (N-fluorobenzenesulfonimide). Run in CCOC(=O)C (EtOAc), C1CCOC1 (THF). Run at temperature -78 celsius, time 2 hour. Yields the product [Si](C)(C)(C(C)(C)C)OC(CCCCCCC1=CC=CC=C1)C=1OC(=CN1)F (2-(1-(tert-Butyldimethylsilyloxy)-7-phenylheptyl)-5-fluorooxazole). Isolated yield 22.0%. Reaction SMILES: [Si:1]([O:8][CH:9]([C:22]1[O:23][CH:24]=[CH:25][N:26]=1)[CH2:10][CH2:11][CH2:12][CH2:13][CH2:14][CH2:15][C:16]1[CH:21]=[CH:20][CH:19]=[CH:18][CH:17]=1)([C:4]([CH3:7])([CH3:6])[CH3:5])([CH3:3])[CH3:2].[Li]C(C)(C)C.C1C=CC(S(N(S(C2C=CC=CC=2)(=O)=O)[F:42])(=O)=O)=CC=1>C1COCC1.CCOC(C)=O>[Si:1]([O:8][CH:9]([C:22]1[O:23][C:24]([F:42])=[CH:25][N:26]=1)[CH2:10][CH2:11][CH2:12][CH2:13][CH2:14][CH2:15][C:16]1[CH:21]=[CH:20][CH:19]=[CH:18][CH:17]=1)([C:4]([CH3:7])([CH3:5])[CH3:6])([CH3:2])[CH3:3]. Procedure details: 2-(1-(tert-Butyldimethylsilyloxy)-7-phenylheptyl)oxazole (135 mg, 0.361 mmol) was dissolved in anhydrous THF (5 mL), cooled to −78° C. and t-BuLi (1.7 M in pentane, 1.3 equiv) was added dropwise under Ar. The reaction mixture was stirred for 2 h at −40° C., and N-fluorobenzenesulfonimide (1.5 equiv) was added in one portion. The reaction mixture was warmed to room temperature, diluted with EtOAc, washed with saturated aqueous NaCl and dried over Na2SO4. Evaporation in vacuo yielded the crude ary... Starting materials: C(=O)C1=C(C(=C(C=C1O)O)C1=CC=CC=C1)CC(=O)OC (Methyl 2-formyl-3,5-dihydroxy-6-phenylphenylacetate). Reagents/catalysts: [C].[Pd] (palladium-carbon). The solvent is CO (methanol). Conditions: time 8 hour. Yields the product OC=1C(=C(C(=C(C1)O)C)CC(=O)OC)C1=CC=CC=C1 (Methyl 3,5-dihydroxy-6-methyl-2-phenylphenylacetate). The yield is 75.9%. RXN SMILES: [CH:1]([C:3]1[C:8]([OH:9])=[CH:7][C:6]([OH:10])=[C:5]([C:11]2[CH:16]=[CH:15][CH:14]=[CH:13][CH:12]=2)[C:4]=1[CH2:17][C:18]([O:20][CH3:21])=[O:19])=O>CO.[C].[Pd]>[OH:10][C:6]1[C:5]([C:11]2[CH:16]=[CH:15][CH:14]=[CH:13][CH:12]=2)=[C:4]([CH2:17][C:18]([O:20][CH3:21])=[O:19])[C:3]([CH3:1])=[C:8]([OH:9])[CH:7]=1 |f:2.3|. Reported procedure: Compound 55 (44 mg, 0.15 mmol) obtained in Example 55 was dissolved in methanol (10 mL), and 10% palladium-carbon (50% wet., 40 mg) was added thereto and stirred under hydrogen pressure (0.3 MPa) at room temperature for 8 hours. The reaction mixture was filtered, and the filtrate was concentrated under reduced pressure, purified through preparative thin-layer chromatography (methanol/chloroform 1/9) and crystallized (ethyl acetate/n-hexane=1/4) to obtain Compound 56 (31 mg, 74%). Starting materials: FC(C(F)F)(F)N(C)C (1,1,2,2-tetrafluoroethyldimethylamine), N1=CC=CC=C1 (pyridine), C(C)OC=CC(=O)OCC (ethyl 3-ethoxyacrylate), [OH-].[Na+] (sodium hydroxide), CNN (methylhydrazine), B(F)(F)F (BF3), B(F)(F)F (BF3). Solvent: C(C)OCC (diethyl ether), O1CCOCC1 (dioxane), O1CCOCC1 (dioxane), O (water), O (water). Conditions: temperature 60 celsius, time 5 minute. Product: FC(C1=NN(C=C1C(=O)O)C)F (3-difluoromethyl-1-methylpyrazole-4-carboxylic acid). The yield is 50.0%. As a reaction SMILES: F[C:2]([N:7](C)C)(F)[CH:3]([F:5])[F:4].B(F)(F)F.[N:14]1C=CC=C[CH:15]=1.C(O[CH:23]=[CH:24][C:25]([O:27]CC)=[O:26])C.[OH-].[Na+].CNN>C(OCC)C.O1CCOCC1.O>[F:5][CH:3]([F:4])[C:2]1[C:24]([C:25]([OH:27])=[O:26])=[CH:23][N:14]([CH3:15])[N:7]=1 |f:4.5|. Procedure details: To a solution of 1,1,2,2-tetrafluoroethyldimethylamine (3.2 g, 22 mmol) in diethyl ether (10 ml) and dioxane (10 ml) was added dropwise, under a nitrogen atmosphere, at a temperature of from 0 to 5° C., a solution of BF3-etherate (49% BF3, 5.6 ml, 44 mmol). After the addition had ended, the reaction mixture was stirred for 5 min. Subsequently, pyridine (1.7 g, 22 mmol) and a solution of ethyl 3-ethoxyacrylate (2.9 g, 20 mmol) in dioxane (2 ml) were added dropwise successively to the reaction mix...